This data is from the Open Reaction Database (ORD), a public repository of structured organic reaction records. The task is: describe an organic reaction: reactants, conditions, products, and yield The reactants are O=C(O)C=CC(=O)O, O=C(O)C=CC(=O)O, CC1C=C(c2cc(F)cc3ccoc23)CCN1, CCO, CC1CC(c2cc(F)cc3ccoc23)=CCN1. The product is CC1CC(c2cc(F)cc3ccoc23)CCN1. As a reaction SMILES: [C:1]([OH:2])(=[O:3])[CH:4]=[CH:5][C:6]([OH:7])=[O:8].[C:26]([OH:27])(=[O:28])[CH:29]=[CH:30][C:31]([OH:32])=[O:33].[CH3:34][CH:35]1[CH:36]=[C:37]([c:38]2[c:39]3[o:40][cH:41][cH:42][c:43]3[cH:44][c:45]([F:46])[cH:47]2)[CH2:48][CH2:49][NH:50]1.[CH3:51][CH2:52][OH:53].[CH3:9][CH:10]1[NH:11][CH2:12][CH:13]=[C:14]([c:16]2[cH:17][c:18]([F:25])[cH:19][c:20]3[cH:21][cH:22][o:23][c:24]23)[CH2:15]1>>[CH3:9][CH:10]1[NH:11][CH2:12][CH2:13][CH:14]([c:16]2[cH:17][c:18]([F:25])[cH:19][c:20]3[cH:21][cH:22][o:23][c:24]23)[CH2:15]1. Starting materials: C[C@@]1([C@H](C[C@@H](C12CCCCCC2)C)O)O ((1R*,2S*,4S*)-1,4-dimethylspiro[4.6]-undecane-1,2-diol), [Cr](=O)(=O)([O-])Cl.[NH+]1=CC=CC=C1 (pyridinium chlorochromate). Run in C(Cl)Cl (CH2Cl2). Product: O[C@]1(C(C[C@@H](C12CCCCCC2)C)=O)C ((1R*,4S*)-1-Hydroxy-1,4-dimethylspiro[4.6]undecan-2-one). As a reaction SMILES: [CH3:1][C@@:2]1([OH:15])[C:6]2([CH2:12][CH2:11][CH2:10][CH2:9][CH2:8][CH2:7]2)[C@@H:5]([CH3:13])[CH2:4][C@@H:3]1[OH:14].[Cr](Cl)([O-])(=O)=O.[NH+]1C=CC=CC=1>C(Cl)Cl>[OH:15][C@:2]1([CH3:1])[C:6]2([CH2:12][CH2:11][CH2:10][CH2:9][CH2:8][CH2:7]2)[C@@H:5]([CH3:13])[CH2:4][C:3]1=[O:14] |f:1.2|. Procedure: As described in Example 1, (1R*,2R*,4S*)-/(1R*,2S*,4S*)-1,4-dimethylspiro[4.6]-undecane-1,2-diol (570 mg, 2.69 mmol) was oxidized with pyridinium chlorochromate (630 mg, 2.95 mmol) on Celite® (630 mg) in CH2Cl2 (10+12 mL) at room temp. for 12 h. Standard work-up by vacuum filtration over a pad of Celite® furnished after purification by silica-gel FC (pentane/Et2O, 9:1, Rf=0.10) (1R*,4S*)-1-hydroxy-1,4-dimethylspiro[4.6]undecan-2-one (21 mg, 4%). Starting materials: CNC(=O)C(Cc1ccccc1)N(C)C(=O)C(Cc1ccc2ccccc2c1)N(C)C(=O)C1CCC(NC(=O)OC(C)(C)C)CC1, O=C([O-])O, ClCCl, [Na+], O=C(O)C(F)(F)F. The product is CNC(=O)C(Cc1ccccc1)N(C)C(=O)C(Cc1ccc2ccccc2c1)N(C)C(=O)C1CCC(N)CC1. As a reaction SMILES: [C:1]([O:2][C:3](=[O:4])[NH:7][CH:8]1[CH2:9][CH2:10][CH:11]([C:14]([N:15]([CH:16]([CH2:17][c:18]2[cH:19][c:20]3[cH:21][cH:22][cH:23][cH:24][c:25]3[cH:26][cH:27]2)[C:28]([N:29]([CH3:30])[CH:31]([CH2:32][c:33]2[cH:34][cH:35][cH:36][cH:37][cH:38]2)[C:39]([NH:40][CH3:41])=[O:42])=[O:43])[CH3:44])=[O:45])[CH2:12][CH2:13]1)([CH3:5])([CH3:6])[CH3:46].[C:54](=[O:55])([OH:56])[O-:57].[Cl:59][CH2:60][Cl:61].[Na+:58].[OH:47][C:48]([C:49]([F:50])([F:51])[F:52])=[O:53]>>[NH2:7][CH:8]1[CH2:9][CH2:10][CH:11]([C:14]([N:15]([CH:16]([CH2:17][c:18]2[cH:19][c:20]3[cH:21][cH:22][cH:23][cH:24][c:25]3[cH:26][cH:27]2)[C:28]([N:29]([CH3:30])[CH:31]([CH2:32][c:33]2[cH:34][cH:35][cH:36][cH:37][cH:38]2)[C:39]([NH:40][CH3:41])=[O:42])=[O:43])[CH3:44])=[O:45])[CH2:12][CH2:13]1.